From a dataset of the Open Reaction Database (ORD), a public repository of structured organic reaction records. describe an organic reaction: reactants, conditions, products, and yield Yields the product BrC=1N(C2=NC(=NC(=C2N1)N)OCCCC)CC1=CC=C(C=C1)OCC(=O)OCC (8-bromo-2-butoxy-9-(4-ethoxycarbonylmethoxybenzyl)adenine). Reaction conditions: time 18 hour. Procedure: 8-Bromo-2-butoxy-9-(4-acetoxybenzyl)adenine (0.29 g, 0.67 mmol) obtained in accordance with the method of Reference example 4 was added to methanol (10 ml) and 5% sodium hydroxide solution (10 ml), and the mixture was stirred at room temperature for 4 hours. After the mixture was neutralized with concentrated hydrochloric acid, the resulting solid was filtered and washed with methanol to give 8-bromo-2-butoxy-9-(4-hydroxybenzyl)adenine (0.19 g, 0.49 mmol, yield: 73%) as a white solid. Thus obtai... The yield is 92.3%. As a reaction SMILES: [Br:1][C:2]1[N:3]([CH2:17][C:18]2[CH:23]=[CH:22][C:21]([OH:24])=[CH:20][CH:19]=2)[C:4]2[C:9]([N:10]=1)=[C:8]([NH2:11])[N:7]=[C:6]([O:12][CH2:13][CH2:14][CH2:15][CH3:16])[N:5]=2.C(=O)([O-])[O-].[K+].[K+].Br[CH2:32][C:33]([O:35][CH2:36][CH3:37])=[O:34]>CN(C=O)C>[Br:1][C:2]1[N:3]([CH2:17][C:18]2[CH:19]=[CH:20][C:21]([O:24][CH2:32][C:33]([O:35][CH2:36][CH3:37])=[O:34])=[CH:22][CH:23]=2)[C:4]2[C:9]([N:10]=1)=[C:8]([NH2:11])[N:7]=[C:6]([O:12][CH2:13][CH2:14][CH2:15][CH3:16])[N:5]=2 |f:1.2.3|. Reactants: BrC=1N(C2=NC(=NC(=C2N1)N)OCCCC)CC1=CC=C(C=C1)O (8-bromo-2-butoxy-9-(4-hydroxybenzyl)adenine), C([O-])([O-])=O.[K+].[K+] (potassium carbonate), BrCC(=O)OCC (ethyl bromoacetate). The solvent is CN(C)C=O (DMF). Reactants: C(C=C)N(C(C(C(C=C)(C)C)NC(OC(C)(C)C)=O)=O)C1=CC=CC=C1 (tert-butyl 1-(allyl(phenyl)amino)-3,3-dimethyl-1-oxopent-4-en-2-ylcarbamate). Reagents/catalysts: Cl[Ru]([P](C1CCCCC1)(C2CCCCC2)C3CCCCC3)(=CC4=CC=CC=C4)(Cl)=C5N(C6=C(C)C=C(C)C=C6C)CCN5C7=C(C)C=C(C)C=C7C (Grubbs II). The solvent is ClCCCl (1,2-dichloroethane). Conditions: temperature 60 celsius, time 4 hour. The product is CC\1(C(C(N(C\C=C1)C1=CC=CC=C1)=O)NC(OC(C)(C)C)=O)C ((Z)-tert-butyl 4,4-dimethyl-2-oxo-1-phenyl-2,3,4,7-tetrahydro-1H-azepin-3-ylcarbamate). Yield: 26.5%. As a reaction SMILES: [CH2:1]([N:4]([C:21]1[CH:26]=[CH:25][CH:24]=[CH:23][CH:22]=1)[C:5](=[O:20])[CH:6]([NH:12][C:13](=[O:19])[O:14][C:15]([CH3:18])([CH3:17])[CH3:16])[C:7](C)([CH3:10])[CH:8]=C)[CH:2]=[CH2:3]>Cl[Ru](=C1N(C2C(C)=CC(C)=CC=2C)CCN1C1C(C)=CC(C)=CC=1C)(Cl)(=CC1C=CC=CC=1)[P](C1CCCCC1)(C1CCCCC1)C1CCCCC1.ClCCCl>[CH3:8][C:7]1([CH3:10])[CH:6]([NH:12][C:13](=[O:19])[O:14][C:15]([CH3:18])([CH3:16])[CH3:17])[C:5](=[O:20])[N:4]([C:21]2[CH:22]=[CH:23][CH:24]=[CH:25][CH:26]=2)[CH2:1][CH:2]=[CH:3]1 |^1:59|. Procedure details: To a round bottom flask was added tert-butyl 1-(allyl(phenyl)amino)-3,3-dimethyl-1-oxopent-4-en-2-ylcarbamate (60 mg, 0.17 mmol) and 1,2-dichloroethane (2 mL). The reaction was charged with argon and brought to 60° C. Then, the Grubbs II catalyst (21 mg, 0.025 mmol) was added and the reaction was stirred at 60° C. for 4 hr and then at rt overnight. The reaction was concentrated and the residue was purified by RP prep-HPLC (Method A) to give (Z)-tert-butyl 4,4-dimethyl-2-oxo-1-phenyl-2,3,4,7-tetr... Reactants: CC1=C(C=C(C=C1)C=1OC(=NN1)C)C1=CC=C(C=C1)C(=O)O (2′-methyl-5′-(5-methyl-1,3,4-oxadiazol-2-yl)-1,1′-biphenyl-4-carboxylic acid), C1(CCCCC1)NCC (N-cyclohexyl-N-ethylamine). Product: C1(CCCCC1)N(C(=O)C1=CC=C(C=C1)C1=C(C=CC(=C1)C=1OC(=NN1)C)C)CC (N-Cyclohexyl-N-ethyl-2′-methyl-5′-(5-methyl-1,3,4-oxadiazol-2-yl)-1,1′-biphenyl-4-carboxamide). Reaction SMILES: [CH3:1][C:2]1[CH:7]=[CH:6][C:5]([C:8]2[O:9][C:10]([CH3:13])=[N:11][N:12]=2)=[CH:4][C:3]=1[C:14]1[CH:19]=[CH:18][C:17]([C:20](O)=[O:21])=[CH:16][CH:15]=1.[CH:23]1([NH:29][CH2:30][CH3:31])[CH2:28][CH2:27][CH2:26][CH2:25][CH2:24]1>>[CH:23]1([N:29]([CH2:30][CH3:31])[C:20]([C:17]2[CH:16]=[CH:15][C:14]([C:3]3[CH:4]=[C:5]([C:8]4[O:9][C:10]([CH3:13])=[N:11][N:12]=4)[CH:6]=[CH:7][C:2]=3[CH3:1])=[CH:19][CH:18]=2)=[O:21])[CH2:28][CH2:27][CH2:26][CH2:25][CH2:24]1. Procedure details: N-Cyclohexyl-N-ethyl-2′-methyl-5′-(5-methyl-1,3,4-oxadiazol-2-yl)-1,1′-biphenyl-4-carboxamide was prepared from 2′-methyl-5′-(5-methyl-1,3,4-oxadiazol-2-yl)-1,1′-biphenyl-4-carboxylic acid and N-cyclohexyl-N-ethylamine using method I. The reactants are Cl (hydrochloric acid), O (water), CO (methanol), C(CC)[C@]12[C@@](CC[C@H]2[C@H]2[C@H](CC1)C=1CC=C(CC1CC2)OC)(O)C#C (13β-n-propyl-3-methoxy-17β-ethynyl-gona-2,5(10)-dien-17 -ol), O (water). Solvent: CCOCC (ether). Product: C(CC)[C@]12[C@](CC[C@H]2[C@H]2[C@H](CC1)[C@H]1CCC(C=C1CC2)=O)(O)C#C (13β-n-Propyl-17α-ethynyl-17β-hydroxy-gon-4en-3-one). The yield is 33.6%. Reaction SMILES: [CH2:1]([C@:4]12[CH2:12][CH2:11][C@@H:10]3[C:13]4[CH2:14][CH:15]=[C:16]([O:21]C)[CH2:17][C:18]=4[CH2:19][CH2:20][C@H:9]3[C@@H:8]1[CH2:7][CH2:6][C@@:5]2([C:24]#[CH:25])[OH:23])[CH2:2][CH3:3].Cl.O.CO>CCOCC>[CH2:1]([C@:4]12[CH2:12][CH2:11][C@@H:10]3[C@@H:13]4[C:18]([CH2:19][CH2:20][C@H:9]3[C@@H:8]1[CH2:7][CH2:6][C@:5]2([C:24]#[CH:25])[OH:23])=[CH:17][C:16](=[O:21])[CH2:15][CH2:14]4)[CH2:2][CH3:3]. Procedure: Shake 13β-n-propyl-3-methoxy-17β-ethynyl-gona-2,5(10)-dien-17 -ol (0.31 g.) with a solution prepared by mixing concentrated hydrochloric acid (0.81 cc.), water (0.54 cc.) and methanol (12.15 cc.), until the solid dissolves. After addition of water, work up with ether, purify by recrystallization from cyclohexane to obtain the title compound (0.1 g.), m.p. 149°-50.5°; ultraviolet absorption peak at 240 mμ (ε15,700); infrared absorption peaks at 2.99, 3.06, 6.04, 6.16 μ. Reactants: CO\N=C(/C(=O)NC1[C@@H]2N(C(=C(CS2)COC(N)=O)C(=O)[O-])C1=O)\C=1N=CSC1.[Na+] (Sodium 7-[(Z)-2-methoxyimino-2-(thiazol-4-yl)-acetamido]-3-carbamoyloxymethyl-3-cephem-4-carboxylate), Cl (HCl), C(C)(=O)OCC (ethyl acetate), BrC1OC(=O)C2=CC=CC=C12 (3-Bromophthalide). Run in CN(C=O)C (dimethylformamide). Reaction conditions: time 1 hour. Product: CO\N=C(/C(=O)NC1[C@@H]2N(C(=C(CS2)COC(N)=O)C(=O)OC2OC(=O)C3=CC=CC=C23)C1=O)\C=1N=CSC1 (Phthalidyl 7-[(Z)-2-methoxyimino-2-(thiazol-4-yl)acetamido]-3-carbamoyloxymethyl-3-cephem-4-carboxylate). The yield is 36.4%. Reaction SMILES: [CH3:1][O:2]/[N:3]=[C:4](/[C:25]1[N:26]=[CH:27][S:28][CH:29]=1)\[C:5]([NH:7][CH:8]1[C:23](=[O:24])[N:10]2[C:11]([C:20]([O-:22])=[O:21])=[C:12]([CH2:15][O:16][C:17](=[O:19])[NH2:18])[CH2:13][S:14][C@H:9]12)=[O:6].[Na+].Br[CH:32]1[C:41]2[C:36](=[CH:37][CH:38]=[CH:39][CH:40]=2)[C:34](=[O:35])[O:33]1.Cl.C(OCC)(=O)C>CN(C)C=O>[CH3:1][O:2]/[N:3]=[C:4](/[C:25]1[N:26]=[CH:27][S:28][CH:29]=1)\[C:5]([NH:7][CH:8]1[C:23](=[O:24])[N:10]2[C:11]([C:20]([O:22][CH:32]3[C:41]4[C:36](=[CH:37][CH:38]=[CH:39][CH:40]=4)[C:34](=[O:35])[O:33]3)=[O:21])=[C:12]([CH2:15][O:16][C:17](=[O:19])[NH2:18])[CH2:13][S:14][C@H:9]12)=[O:6] |f:0.1|. Procedure: Sodium 7-[(Z)-2-methoxyimino-2-(thiazol-4-yl)-acetamido]-3-carbamoyloxymethyl-3-cephem-4-carboxylate (100 mg) was dissolved in dimethylformamide (1 ml). 3-Bromophthalide (69 mg) was added to the solution. After stirring for one hour at room temperature, the reaction mixture was added to a mixture of dil. HCl (10 ml) and ethyl acetate (20 ml). The resulting ethyl acetate layer was separated, washed successively with dil. HCl (10 ml) and saturated aqueous NaCl (10 ml×2), dried over anhydrous magne... The reactants are COC(N(C)C)OC (N,N-Dimethylformamide dimethyl acetal), C12C(C3CC(CC(C1)C3)C2)NC(CC(=O)C2CCCC2)=O (N-(2-adamantyl)-3-cyclopentyl-3-oxo-propanamide). Run in O1CCOCC1 (1,4-dioxane). Reaction conditions: temperature 100 celsius, time 2 hour. Product: C12C(C3CC(CC(C1)C3)C2)NC(\C(=C/N(C)C)\C(=O)C2CCCC2)=O ((Z)—N-(2-adamantyl)-2-(cyclopentanecarbonyl)-3-dimethylamino-prop-2-enamide). The yield is 99.5%. As a reaction SMILES: CO[CH:3](OC)[N:4]([CH3:6])[CH3:5].[CH:9]12[CH2:18][CH:13]3[CH2:14][CH:15]([CH2:17][CH:11]([CH2:12]3)[CH:10]1[NH:19][C:20](=[O:29])[CH2:21][C:22]([CH:24]1[CH2:28][CH2:27][CH2:26][CH2:25]1)=[O:23])[CH2:16]2>O1CCOCC1>[CH:9]12[CH2:16][CH:15]3[CH2:14][CH:13]([CH2:12][CH:11]([CH2:17]3)[CH:10]1[NH:19][C:20](=[O:29])/[C:21](/[C:22]([CH:24]1[CH2:28][CH2:27][CH2:26][CH2:25]1)=[O:23])=[CH:3]\[N:4]([CH3:5])[CH3:6])[CH2:18]2. Procedure: N,N-Dimethylformamide dimethyl acetal (0.587 mL, 4.42 mmol) was added to N-(2-adamantyl)-3-cyclopentyl-3-oxo-propanamide (Intermediate#72), (1.023 g, 3.53 mmol) in 1,4-dioxane (25 mL). The resulting solution was stirred at 100° C. for 2 hours. The resulting mixture was evaporated to dryness to afford (Z)—N-(2-adamantyl)-2-(cyclopentanecarbonyl)-3-dimethylamino-prop-2-enamide (1.210 g, 99%). The reactants are BrC=1C=CC=C2C(=C(C=NC12)C#N)O (8-bromo3-cyano-4-hydroxyquinoline), CN(C=O)C (N,N-dimethylformamide), [N-]=[N+]=[N-].[Na+] (sodium azide), [Cl-].[NH4+] (ammonium chloride). Run in Cl (hydrochloric acid). Yields the product BrC=1C=CC=C2C(=C(C=NC12)C1=NN=NN1)O (8-bromo-4-hydroxy-3-(1H-tetrazole-5-yl)quinoline). Reaction SMILES: [Br:1][C:2]1[CH:3]=[CH:4][CH:5]=[C:6]2[C:11]=1[N:10]=[CH:9][C:8]([C:12]#[N:13])=[C:7]2[OH:14].[N-:15]=[N+:16]=[N-:17].[Na+].[Cl-].[NH4+].CN(C)C=O>Cl>[Br:1][C:2]1[CH:3]=[CH:4][CH:5]=[C:6]2[C:11]=1[N:10]=[CH:9][C:8]([C:12]1[NH:17][N:16]=[N:15][N:13]=1)=[C:7]2[OH:14] |f:1.2,3.4|. Procedure details: a mixture of 22 g. (90 mmoles) of 8-bromo-3-cyano-4-hydroxyquinoline (from Example 1), 7.0 g. (108 mmoles) of sodium azide and 6.0 g. (112 mmoles) of ammonium chloride in 300 ml. of N,N-dimethylformamide is heated at a bath termperature of 125° C. for about 16 hours. The mixture is then diluted with 5 percent aqueous hydrochloric acid, filtered and the insoluble product is dried to provide 8-bromo-4-hydroxy-3-(1H-tetrazole-5-yl)quinoline, m.p. >260° C. Analysis: Calculated for C10H6BrN5O: %C, 41...